This data is from the Open Reaction Database (ORD), a public repository of structured organic reaction records. The task is: describe an organic reaction: reactants, conditions, products, and yield Reactants: C1(=CC=C(C=C1)S(=O)(=O)N1[C@@H](C[C@H](C1)OS(=O)(=O)C1=CC=C(C=C1)C)COS(=O)(=O)C1=CC=C(C=C1)C)C ((2S, 4R)-1-(4-toluenesulfonyl)-2-(p-toluenesulfonyl- oxymethyl)-4-(4-toluenesulfonyloxy)-pyrrolidine), CN (Methylamine), gas. Solvent: CO (methanol), CO (methanol). Conditions: temperature 90 celsius. Yields the product C1(=CC=C(C=C1)S(=O)(=O)N1[C@@H]2CN([C@H](C1)C2)C)C ((1S, 4S)-2-(4-Toluenesulfonyl)-5-methyl-2,5- diazabicyclo-[2.2.1]heptane). Isolated yield 90.0%. Reaction SMILES: [C:1]1([CH3:38])[CH:6]=[CH:5][C:4]([S:7]([N:10]2[CH2:14][C@H:13](OS(C3C=CC(C)=CC=3)(=O)=O)[CH2:12][C@H:11]2[CH2:26]OS(C2C=CC(C)=CC=2)(=O)=O)(=[O:9])=[O:8])=[CH:3][CH:2]=1.[CH3:39][NH2:40]>CO>[C:1]1([CH3:38])[CH:6]=[CH:5][C:4]([S:7]([N:10]2[CH2:14][C@@H:13]3[CH2:12][C@H:11]2[CH2:26][N:40]3[CH3:39])(=[O:9])=[O:8])=[CH:3][CH:2]=1. Procedure: A Parr bottle was charged with 115 g (198.4 mmol) of (2S, 4R)-1-(4-toluenesulfonyl)-2-(p-toluenesulfonyl- oxymethyl)-4-(4-toluenesulfonyloxy)-pyrrolidine and 690 ml of methanol and the bottle was then tared. Methylamine gas was bubbled through the methanol solution until 62 g (2 mol) of the gas has dissolved. The bottle was then sealed and heated to 90° C. After heating for 16 hours the reaction was cooled and the solvent was evaporated at reduced pressure. The residual solids were then partitio... The reactants are O (H2O), [Si](C)(C)(C)C#N (TMSCN), C1(=CC=CC=C1)C1C(C2=CC=CC=C2CC1)=O (phenyl tetralone), C1(=CC=CC=C1)C (toluene), B(F)(F)F.CCOCC (BF3.OEt2). Reaction conditions: time 8 hour. The product is COC1=C2CC(C=C(C2=CC=C1OC)C#N)C1=CC=CC=C1 (5,6-Dimethoxy-3-phenyl-3,4-dihydronaphthalene-1-carbonitrile). As a reaction SMILES: [Si]([C:5]#[N:6])(C)(C)C.[C:7]1([CH:13]2[CH2:22][CH2:21][C:20]3[C:15](=[CH:16][CH:17]=[CH:18][CH:19]=3)[C:14]2=O)[CH:12]=[CH:11][CH:10]=[CH:9][CH:8]=1.B(F)(F)F.C[CH2:29][O:30]CC.[OH2:33].[C:34]1(C)C=CC=CC=1>>[CH3:34][O:33][C:16]1[C:17]([O:30][CH3:29])=[CH:18][CH:19]=[C:20]2[C:15]=1[CH2:14][CH:13]([C:7]1[CH:12]=[CH:11][CH:10]=[CH:9][CH:8]=1)[CH:22]=[C:21]2[C:5]#[N:6] |f:2.3|. Procedure: TMSCN (1.20 mL, 9.22 mmol) was added to a solution of phenyl tetralone 830 (2.00 g, 7.09 mmol) in dry toluene (100 mL). BF3.OEt2 (1.34 mL, 10.6 mmol) was then added slowly through a syringe and the reaction was stirred at ambient temperature overnight. The mixture was poured into cold H2O (100 mL) and extracted with EtOAc (3×50 mL). Column chromatography (2:1 EtOAc:hexanes) was used to purify the product and recover 0.674 g (2.39 mmol) of unreacted starting tetralone. The unsaturated nitrile (1.... Reactants: [BH4-], CCCOc1cccc(C=O)c1, COc1ccc2[nH]cc(CCN)c2c1, CCO, [Na+]. The product is CCCOc1cccc(CNCCc2c[nH]c3ccc(OC)cc23)c1. Reaction SMILES: [BH4-:27].[CH2:1]([CH2:2][CH3:3])[O:4][c:5]1[cH:6][c:7]([CH:8]=[O:9])[cH:10][cH:11][cH:12]1.[CH3:13][O:14][c:15]1[cH:16][cH:17][c:18]2[nH:19][cH:20][c:21]([CH2:22][CH2:23][NH2:24])[c:25]2[cH:26]1.[CH3:29][CH2:30][OH:31].[Na+:28]>>[CH2:1]([CH2:2][CH3:3])[O:4][c:5]1[cH:6][c:7]([CH2:8][NH:24][CH2:23][CH2:22][c:21]2[cH:20][nH:19][c:18]3[cH:17][cH:16][c:15]([O:14][CH3:13])[cH:26][c:25]32)[cH:10][cH:11][cH:12]1. Starting materials: C1(=CC=CC=C1)O (phenol), C([O-])([O-])=O.[K+].[K+] (potassium carbonate), CC(=O)C (acetone). The product is O(C1=CC=CC=C1)C[C@H]1OC1 ((2S)-2-Phenoxymethyl-oxirane). Isolated yield 99.0%. RXN SMILES: [C:1]1([OH:7])[CH:6]=[CH:5][CH:4]=[CH:3][CH:2]=1.C(=O)([O-])[O-].[K+].[K+].[CH3:14][C:15]([CH3:17])=[O:16]>>[O:7]([CH2:14][C@@H:15]1[CH2:17][O:16]1)[C:1]1[CH:6]=[CH:5][CH:4]=[CH:3][CH:2]=1 |f:1.2.3|. Procedure: A solution of phenol (9.4 g, 100 mmol) and (2S)-(+)glycidyl 3-nitrobenzesulfonate(25.9 g, 100 mmol) in 500 mL of acetone was treated with 3 equivalents of potassium carbonate (41.5 g, 300 mmol) and stirred at reflux for 1 day. The suspension was cooled to ambient temperature; the solid was filtered; and the filtrate concentrated to dryness. The residue was partitioned between methylene chloride and water and the aqueous layer was extracted with methylene chloride. The organic layers were combine... Reactants: N12CCCC2(CCC1)CCNC1=C(C#N)C=CC=C1 (2-[2-(1-Azabicyclo[3.3.0]octan-5-yl)ethylamino]benzonitrile), S(O)(O)(=O)=O (sulfuric acid), N (ammonia). Run in O (water). Reaction conditions: temperature -78 celsius. Product: N12CCCC2(CCC1)CCNC1=C(C(=O)N)C=CC=C1 (2-{[2-(1-Azabicyclo[3.3.0]octan-5-yl)ethyl]amino}benzamide). The yield is 67.0%. Reaction SMILES: [N:1]12[CH2:8][CH2:7][CH2:6][C:5]1([CH2:9][CH2:10][NH:11][C:12]1[CH:19]=[CH:18][CH:17]=[CH:16][C:13]=1[C:14]#[N:15])[CH2:4][CH2:3][CH2:2]2.S(=O)(=O)(O)[OH:21].N>O>[N:1]12[CH2:2][CH2:3][CH2:4][C:5]1([CH2:9][CH2:10][NH:11][C:12]1[CH:19]=[CH:18][CH:17]=[CH:16][C:13]=1[C:14]([NH2:15])=[O:21])[CH2:6][CH2:7][CH2:8]2. Procedure: 2-[(1-Azabicyclo[3.3.0]octan-5-yl)ethylamino]benzonitrile (1.34 g, 5.25 mmol) obtained by Example 27 was mixed with concentrated sulfuric acid (48.2 ml) and water 7.5 ml to react the mixture for 2 hours at 110° C. The reaction mixture was cooled to -78° C., neutralized by 25% ammonia solution, extracted by ethyl acetate, washed by water, dried over anhydrous sodium sulfate, concentrated in vacuo, and crystallized from ethyl acetate to afford the desired compound (961 mg, 67.0%). The reactants are CO, C=C(CC)C1NC(=O)CC(c2cccc(Cl)c2)C12C(=O)Nc1cc(Cl)ccc12, ClCCl, O=[O+][O-]. Product: CCC(=O)C1NC(=O)CC(c2cccc(Cl)c2)C12C(=O)Nc1cc(Cl)ccc12. RXN SMILES: [CH3:32][OH:33].[Cl:1][c:2]1[cH:3][cH:4][c:5]2[c:9]([cH:10]1)[NH:8][C:7](=[O:11])[C:6]21[CH:12]([C:25]([CH2:26][CH3:27])=[CH2:28])[NH:13][C:14](=[O:24])[CH2:15][CH:16]1[c:17]1[cH:18][c:19]([Cl:23])[cH:20][cH:21][cH:22]1.[Cl:34][CH2:35][Cl:36].[O-:29][O+:30]=[O:31]>>[Cl:1][c:2]1[cH:3][cH:4][c:5]2[c:9]([cH:10]1)[NH:8][C:7](=[O:11])[C:6]21[CH:12]([C:25]([CH2:26][CH3:27])=[O:29])[NH:13][C:14](=[O:24])[CH2:15][CH:16]1[c:17]1[cH:18][c:19]([Cl:23])[cH:20][cH:21][cH:22]1.